The task is: describe an organic reaction: reactants, conditions, products, and yield. This data is from the Open Reaction Database (ORD), a public repository of structured organic reaction records. Starting materials: OC1OC2=C(C1)C(=C(C=C2)Cl)Cl (2,3-dihydro-2-hydroxy-4,5-dichlorobenzofuran), C(CCCC)C1=C(C=CC(=C1Cl)Cl)O (2-pentyl-3,4-dichlorophenol), C1(=CC=CC=C1)O (phenol), BrCCCCCC(=O)O (6-bromohexanoic acid), [Br-].C(CC)[P+](C1=CC=CC=C1)(C1=CC=CC=C1)C1=CC=CC=C1 (propyltriphenylphosphonium bromide), C(C=CCC)C1=C(C=CC(=C1Cl)Cl)O (2-(2-pentenyl)-3,4-dichlorophenol). Product: C(CCCC)C1=C(OCCCCCC(=O)O)C=CC(=C1Cl)Cl (6-(2-Pentyl-3,4-dichlorophenoxy)hexanoic acid). As a reaction SMILES: [OH:1][CH:2]1[CH2:6][C:5]2C(Cl)=C(Cl)[CH:9]=[CH:10][C:4]=2[O:3]1.[Br-].C([P+](C1C=CC=CC=1)(C1C=CC=CC=1)C1C=CC=CC=1)CC.[CH2:36]([C:41]1[C:46]([Cl:47])=[C:45]([Cl:48])[CH:44]=[CH:43][C:42]=1[OH:49])[CH:37]=[CH:38][CH2:39][CH3:40].C(C1C(Cl)=C(Cl)C=CC=1O)CCCC.C1(O)C=CC=CC=1.BrCCCCCC(O)=O>>[CH2:36]([C:41]1[C:46]([Cl:47])=[C:45]([Cl:48])[CH:44]=[CH:43][C:42]=1[O:49][CH2:9][CH2:10][CH2:4][CH2:5][CH2:6][C:2]([OH:3])=[O:1])[CH2:37][CH2:38][CH2:39][CH3:40] |f:1.2|. Procedure details: Following the general procedure of Example 6B, 2.3 g. of 2,3-dihydro-2-hydroxy-4,5-dichlorobenzofuran and 17.3 g. of propyltriphenylphosphonium bromide were reacted to provide 840 mg. of 2-(2-pentenyl)-3,4-dichlorophenol which upon hydrogenation following the procedure of Example 6C provided 300 mg. of 2-pentyl-3,4-dichlorophenol. This phenol was then reacted with 5.1 mmoles of 6-bromohexanoic acid following the procedure of Example 1C to provide 58 mg. of the desired title product. NMR. The reactants are NC1=C(C(=NN1C1=C(C=C(C=C1Cl)C(F)(F)F)Cl)C(C)=O)SC (5-amino-1-[2,6-dichloro-4-(trifluoromethyl)phenyl]-3-acetyl-4-methylthio-1H-pyrazole), C(CS)S (1,2-ethanedithiol). The reagents and catalysts are [Fe](Cl)(Cl)Cl (iron(III) chloride). The solvent is C(Cl)Cl (methylene chloride). Reaction conditions: temperature 20 celsius, time 6 day. The product is NC1=C(C(=NN1C1=C(C=C(C=C1Cl)C(F)(F)F)Cl)C1(SCCS1)C)SC (5-amino-1-[2,6-dichloro-4-(trifluoromethyl)phenyl]-3-(2-methyl-1,3-dithiolane-2-yl)-4-methylthio-1H-pyrazole). Yield: 8.4%. Reaction SMILES: [NH2:1][C:2]1[N:6]([C:7]2[C:12]([Cl:13])=[CH:11][C:10]([C:14]([F:17])([F:16])[F:15])=[CH:9][C:8]=2[Cl:18])[N:5]=[C:4]([C:19](=O)[CH3:20])[C:3]=1[S:22][CH3:23].[CH2:24]([SH:27])[CH2:25][SH:26]>[Fe](Cl)(Cl)Cl.C(Cl)Cl>[NH2:1][C:2]1[N:6]([C:7]2[C:12]([Cl:13])=[CH:11][C:10]([C:14]([F:17])([F:16])[F:15])=[CH:9][C:8]=2[Cl:18])[N:5]=[C:4]([C:19]2([CH3:20])[S:27][CH2:24][CH2:25][S:26]2)[C:3]=1[S:22][CH3:23]. Procedure: A mixture of 1 g (2.60 mmol) of 5-amino-1-[2,6-dichloro-4-(trifluoromethyl)phenyl]-3-acetyl-4-methylthio-1H-pyrazole, 0.26 ml (3.10 mmol) of 1,2-ethanedithiol, 0.084 g (0.5 mmol) of iron(III) chloride and 25 ml of methylene chloride was stirred at 20° C. under an inert atmosphere for 6 days. The mixture was evaporated and chromatographed so as to give 100 mg of yellow oil of the title compound. Mass spectral analysis gave a molecular weight of 460. Starting materials: COC=1C=CC(=C(C1)CCC1=CC=C(C=C1)O)C1CC2=CC=C(C=C2CC1)OC (4-{2-[5-methoxy-2-(6-methoxy-1,2,3,4-tetrahydronaphthalen-2-yl)phenyl]ethyl}phenol), Cl.ClCCN(C(C)C)C(C)C ((2-chloroethyl)diisopropylamine hydrochloride), C(C)(C)N(CCOC1=CC=C(C=C1)CCC1=C(C=CC(=C1)OC)C1CC2=CC=C(C=C2CC1)OC)C(C)C (diisopropyl{2-{4-{2-[5-methoxy-2-(6-methoxy-1,2,3,4-tetrahydronaphthalen-2-yl)phenyl]ethyl}phenoxy}ethyl}amine). Yields the product C(C)(C)N(CCOC1=CC=C(C=C1)CCC1=C(C=CC(=C1)O)C1CC=2C=CC(=CC2CC1)O)C(C)C (6-{2-{2-[4-(2-Diisopropylaminoethoxy)phenyl]ethyl}-4-hydroxyphenyl}-5,6,7,8-tetrahydronaphthalen-2-ol). The yield is 35.8%. As a reaction SMILES: COC1C=CC(C2CCC3C(=CC=C(OC)C=3)C2)=C(CCC2C=CC(O)=CC=2)C=1.Cl.ClCCN(C(C)C)C(C)C.[CH:41]([N:44]([CH:76]([CH3:78])[CH3:77])[CH2:45][CH2:46][O:47][C:48]1[CH:53]=[CH:52][C:51]([CH2:54][CH2:55][C:56]2[CH:61]=[C:60]([O:62]C)[CH:59]=[CH:58][C:57]=2[CH:64]2[CH2:73][CH2:72][C:71]3[C:66](=[CH:67][CH:68]=[C:69]([O:74]C)[CH:70]=3)[CH2:65]2)=[CH:50][CH:49]=1)([CH3:43])[CH3:42]>>[CH:76]([N:44]([CH:41]([CH3:43])[CH3:42])[CH2:45][CH2:46][O:47][C:48]1[CH:49]=[CH:50][C:51]([CH2:54][CH2:55][C:56]2[CH:61]=[C:60]([OH:62])[CH:59]=[CH:58][C:57]=2[CH:64]2[CH2:73][CH2:72][C:71]3[CH:70]=[C:69]([OH:74])[CH:68]=[CH:67][C:66]=3[CH2:65]2)=[CH:52][CH:53]=1)([CH3:78])[CH3:77] |f:1.2|. Procedure: Synthesized from 4-{2-[5-methoxy-2-(6-methoxy-1,2,3,4-tetrahydronaphthalen-2-yl)phenyl]ethyl}phenol and (2-chloroethyl)diisopropylamine hydrochloride according to an analogous synthetic method to Preparation Example 40, diisopropyl{2-{4-{2-[5-methoxy-2-(6-methoxy-1,2,3,4-tetrahydronaphthalen-2-yl)phenyl]ethyl}phenoxy}ethyl}amine (183 mg) was used according to an analogous synthetic method to Example 111 to provide the title compound (62 mg). The reactants are N1(CCCCC1)C1=CC(=[N+](C(=N1)NC(=O)OCC)[O-])NC(=O)OCC (diethyl 6-piperidino-2,4-pyrimidine-dicarbamate-3-oxide). Solvent: C1(=CC=CC=C1)C (toluene). Product: N1(CCCCC1)C1=NC=2N(C(=C1)NC(=O)OCC)OC(N2)=O (ethyl 5-piperidino-2-oxo-2H-[1,2,4]oxadiazolo[2,3-a]pyrimidine-7-carbamate). As a reaction SMILES: [N:1]1([C:7]2[N:12]=[C:11]([NH:13][C:14](OCC)=[O:15])[N+:10]([O-:19])=[C:9]([NH:20][C:21]([O:23][CH2:24][CH3:25])=[O:22])[CH:8]=2)[CH2:6][CH2:5][CH2:4][CH2:3][CH2:2]1>C1(C)C=CC=CC=1>[N:1]1([C:7]2[CH:8]=[C:9]([NH:20][C:21]([O:23][CH2:24][CH3:25])=[O:22])[N:10]3[O:19][C:14](=[O:15])[N:13]=[C:11]3[N:12]=2)[CH2:6][CH2:5][CH2:4][CH2:3][CH2:2]1. Reported procedure: 4.5 G. of diethyl 6-piperidino-2,4-pyrimidine-dicarbamate-3-oxide are treated under an argon atmosphere with 60 ml. of toluene and the mixture is heated to reflux for 12 hours. After cooling the mixture, the precipitate is filtered off and recrystallized from ether, there being obtained pure ethyl 5-piperidino-2-oxo-2H-[1,2,4]oxadiazolo[2,3-a]pyrimidine-7-carbamate, having a melting point of 209°-210° C. (decomposition). The reactants are Cl.BrC1=CC=C2C(=NC=NC2=C1)NC1=CC(=C(C=C1)F)Cl (7-bromo-4-(3-chloro-4-fluoroanilino)quinazoline hydrochloride salt), O1C=C(C=C1)B(OC(C)C)OC(C)C (di-isopropyl 3-furylboronate). Yields the product ClC=1C=C(NC2=NC=NC3=CC(=CC=C23)C2=COC=C2)C=CC1F (4-(3-chloro-4-fluoroanilino)-7-(3-furyl)quinazoline). Isolated yield 37.0%. RXN SMILES: Cl.Br[C:3]1[CH:12]=[C:11]2[C:6]([C:7]([NH:13][C:14]3[CH:19]=[CH:18][C:17]([F:20])=[C:16]([Cl:21])[CH:15]=3)=[N:8][CH:9]=[N:10]2)=[CH:5][CH:4]=1.[O:22]1[CH:26]=[CH:25][C:24](B(OC(C)C)OC(C)C)=[CH:23]1>>[Cl:21][C:16]1[CH:15]=[C:14]([CH:19]=[CH:18][C:17]=1[F:20])[NH:13][C:7]1[C:6]2[C:11](=[CH:12][C:3]([C:24]3[CH:25]=[CH:26][O:22][CH:23]=3)=[CH:4][CH:5]=2)[N:10]=[CH:9][N:8]=1 |f:0.1|. Reported procedure: Using an analogous procedure to that described in Example 1, 7-bromo-4-(3-chloro-4-fluoroanilino)quinazoline hydrochloride salt was reacted with di-isopropyl 3-furylboronate to give 4-(3-chloro-4-fluoroanilino)-7-(3-furyl)quinazoline in 37% yield, m.p. 249°-250° C.; Starting materials: C[Si](C)(C)[N-][Si](C)(C)C.[Li+] (lithium bis-(trimethylsilyl)-amide), Br[C@H]1[C@@H](CCOC2=C1C=C(C=C2)Cl)O (trans-5-bromo-7-chloro-4-hydroxy-2,3,4,5-tetrahydro-1-benzoxepin), N1C(CCC1)=O (2-pyrrolidinone), C[Si](C)(C)[N-][Si](C)(C)C.[Li+] (lithium bis-(trimethylsilyl)-amide). Reaction conditions: temperature 110 celsius, time 2 hour. The product is ClC=1C=CC2=C([C@H]([C@@H](CCO2)O)N2C(CCC2)=O)C1 (7-Chloro-trans-5-(2-oxo-pyrrolidin-1-yl)-2,3,4,5-tetrahydro-1-benzoxepin-4-ol). As a reaction SMILES: C[Si]([N-][Si](C)(C)C)(C)C.[Li+].Br[C@@H:12]1[C:18]2[CH:19]=[C:20]([Cl:23])[CH:21]=[CH:22][C:17]=2[O:16][CH2:15][CH2:14][C@H:13]1[OH:24].[NH:25]1[CH2:29][CH2:28][CH2:27][C:26]1=[O:30]>>[Cl:23][C:20]1[CH:21]=[CH:22][C:17]2[O:16][CH2:15][CH2:14][C@@H:13]([OH:24])[C@H:12]([N:25]3[CH2:29][CH2:28][CH2:27][C:26]3=[O:30])[C:18]=2[CH:19]=1 |f:0.1|. Procedure details: 5 ml (5 mmol) of lithium bis-(trimethylsilyl)-amide (1M solution in THF) are added dropwise with stirring to 1.40 g (5 mmol) of trans-5-bromo-7-chloro-4-hydroxy-2,3,4,5-tetrahydro-1-benzoxepin at 0° C. under argon. After stirring for 2 hours, 0.43 g (5 mmol) of 2-pyrrolidinone and subsequently a further 5 ml of lithium bis-(trimethylsilyl)-amide are added, and the mixture is heated at 110° C. for several hours (TLC check). The mixture is poured onto ice-water and extracted several times with eth... Starting materials: 11, [N+](=O)([O-])C=1C=CC2=C(N3C(S2)=NCC3)C1 (2,3-dihydro-6-nitroimidazo[2,1-b]benzothiazole), [H][H] (hydrogen). Reagents/catalysts: [Pd] (palladium-on-charcoal). The solvent is CO (methanol). Product: N=1CCN2C1SC1=C2C=C(C=C1)N (2,3-dihydroimidazo[2,1-b]benzothiazol-6-amine). RXN SMILES: [N+:1]([C:4]1[CH:5]=[CH:6][C:7]2[S:11][C:10]3=[N:12][CH2:13][CH2:14][N:9]3[C:8]=2[CH:15]=1)([O-])=O.[H][H]>[Pd].CO>[N:12]1[CH2:13][CH2:14][N:9]2[C:8]3[CH:15]=[C:4]([NH2:1])[CH:5]=[CH:6][C:7]=3[S:11][C:10]=12. Reported procedure: A mixture of 11 parts of 2,3-dihydro-6-nitroimidazo[2,1-b]benzothiazole and 80 parts of methanol is hydrogenated at normal pressure and at room temperature with 5 parts of palladium-on-charcoal catalyst 10%. After the calculated amount of hydrogen is taken up, the catalyst is filtered off and the filtrate is evaporated. The residue is crystallized from dimethylbenzene. The product is filtered off and dried, yielding 5.6 parts of 2,3-dihydroimidazo[2,1-b]benzothiazol-6-amine; mp. 204°-210° C. Reactants: CCOC(=O)CC(=O)OCC, CCO, ClC(Cl)Cl, [I-], [K+], CC(c1ccccc1N1CCCCC1)C(C(N)=O)c1ccc(CCl)cc1, [Na], [Na], O=S(Cl)Cl. Product: CCOC(=O)C(Cc1ccc(C(C(N)=O)C(C)c2ccccc2N2CCCCC2)cc1)C(=O)OCC. Reaction SMILES: [CH2:31]([CH3:32])[O:33][C:34]([CH2:35][C:36](=[O:37])[O:38][CH2:39][CH3:40])=[O:41].[CH3:50][CH2:51][OH:52].[CH:46]([Cl:47])([Cl:48])[Cl:49].[I-:45].[K+:44].[N:1]1([c:7]2[c:8]([CH:13]([CH3:14])[CH:15]([c:16]3[cH:17][cH:18][c:19]([CH2:20][Cl:21])[cH:22][cH:23]3)[C:24](=[O:25])[NH2:26])[cH:9][cH:10][cH:11][cH:12]2)[CH2:2][CH2:3][CH2:4][CH2:5][CH2:6]1.[Na:42].[Na:43].[S:27]([Cl:28])([Cl:29])=[O:30]>>[N:1]1([c:7]2[c:8]([CH:13]([CH3:14])[CH:15]([c:16]3[cH:17][cH:18][c:19]([CH2:20][CH:35]([C:34]([O:33][CH2:31][CH3:32])=[O:41])[C:36](=[O:37])[O:38][CH2:39][CH3:40])[cH:22][cH:23]3)[C:24](=[O:25])[NH2:26])[cH:9][cH:10][cH:11][cH:12]2)[CH2:2][CH2:3][CH2:4][CH2:5][CH2:6]1.